Dataset: the Open Reaction Database (ORD), a public repository of structured organic reaction records. Task: describe an organic reaction: reactants, conditions, products, and yield Starting materials: CC1(COC2(OC1)CCC(CC2)=O)C (3,3-dimethyl-1,5-dioxa-spiro[5.5]undecan-9-one), C(#N)CC(=O)OCC (ethyl cyanoacetate), N1CCCCC1 (piperidine), C(C)(=O)O (acetic acid). The solvent is C(C)O (ethanol). Run at time 8 hour. Yields the product C(C)OC(C(=C1CCC2(OCC(CO2)(C)C)CC1)C#N)=O (cyano-(3,3-dimethyl-1,5-dioxa-spiro[5.5]undec-9-ylidene)-acetic acid ethyl ester). Reaction SMILES: [CH3:1][C:2]1([CH3:14])[CH2:7][O:6][C:5]2([CH2:12][CH2:11][C:10](=O)[CH2:9][CH2:8]2)[O:4][CH2:3]1.[C:15]([CH2:17][C:18]([O:20][CH2:21][CH3:22])=[O:19])#[N:16].N1CCCCC1.C(O)(=O)C>C(O)C>[CH2:21]([O:20][C:18](=[O:19])[C:17]([C:15]#[N:16])=[C:10]1[CH2:11][CH2:12][C:5]2([O:6][CH2:7][C:2]([CH3:14])([CH3:1])[CH2:3][O:4]2)[CH2:8][CH2:9]1)[CH3:22]. Reported procedure: A mixture of 3,3-dimethyl-1,5-dioxa-spiro[5.5]undecan-9-one (10.0 g), ethyl cyanoacetate (5.9 mL), piperidine (0.5 mL), acetic acid (0.3 mL), and ethanol (100 mL) is stirred at room temperature overnight. The mixture is then cooled to −5° C. and the precipitate formed is separated by filtration, washed with ice-cold ethanol, and dried to give the title compound as a colorless solid. Yield: 13.7 g (93% of theory); Mass spectrum (ESI+): m/z=294 [M+H]+. The reactants are C(#N)C1=C(C=C(C(=O)OC)C=C1)N1N=CC=C1 (Methyl 4-cyano-3-(1H-pyrazol-1-yl)benzoate), Cl (hydrochloric acid). Solvent: O.[OH-].[Li+] (lithium hydroxide monohydrate), O (water), O1CCCC1 (tetrahydrofuran). Run at time 2 hour. Yields the product crude product, C(#N)C1=C(C=C(C(=O)O)C=C1)N1N=CC=C1 (4-cyano-3-(1H-pyrazol-1-yl)benzoic acid). Yield: 90.8%. RXN SMILES: [C:1]([C:3]1[CH:12]=[CH:11][C:6]([C:7]([O:9]C)=[O:8])=[CH:5][C:4]=1[N:13]1[CH:17]=[CH:16][CH:15]=[N:14]1)#[N:2].Cl>O1CCCC1.O.[OH-].[Li+].O>[C:1]([C:3]1[CH:12]=[CH:11][C:6]([C:7]([OH:9])=[O:8])=[CH:5][C:4]=1[N:13]1[CH:17]=[CH:16][CH:15]=[N:14]1)#[N:2] |f:3.4.5|. Reported procedure: Methyl 4-cyano-3-(1H-pyrazol-1-yl)benzoate (0.27 g) was dissolved in tetrahydrofuran (10 ml). To the solution, a solution in which lithium hydroxide monohydrate (0.10 g) is dissolved in water (10 ml) was added at room temperature. The reaction mixture was stirred for 2 hours. The reaction solution was acidified with 2 N hydrochloric acid, and then extracted twice with ethyl acetate. The organic phases were combined, washed with water, and then dried over anhydrous sodium sulfate. The drying agen... Starting materials: C(C)N(CCCN1N=C(C2=CC=CC=C12)NCCCN(CC)CC)CC (1-(3-diethylaminopropyl)-3-(3-diethylaminopropylamino)indazole), S(O)(O)(=O)=O (sulfuric acid), [OH-].[K+] (potassium hydroxide). Run in O (water). Reaction conditions: temperature 80 celsius, time 3 hour. Product: C(C)N(CCCN1N=C(C2=CC(=CC=C12)O)NCCCN(CC)CC)CC (1-(3-diethylaminopropyl)-3-(3-diethylaminopropylamino)-5-hydroxyindazole). Yield: 40.0%. Reaction SMILES: [CH2:1]([N:3]([CH2:25][CH3:26])[CH2:4][CH2:5][CH2:6][N:7]1[C:15]2[C:10](=[CH:11][CH:12]=[CH:13][CH:14]=2)[C:9]([NH:16][CH2:17][CH2:18][CH2:19][N:20]([CH2:23][CH3:24])[CH2:21][CH3:22])=[N:8]1)[CH3:2].S(=O)(=O)(O)[OH:28].[OH-].[K+]>O>[CH2:25]([N:3]([CH2:1][CH3:2])[CH2:4][CH2:5][CH2:6][N:7]1[C:15]2[C:10](=[CH:11][C:12]([OH:28])=[CH:13][CH:14]=2)[C:9]([NH:16][CH2:17][CH2:18][CH2:19][N:20]([CH2:21][CH3:22])[CH2:23][CH3:24])=[N:8]1)[CH3:26] |f:2.3|. Reported procedure: A mixture consisting of 14.1 g of the 1-(3-diethylaminopropyl)-3-(3-diethylaminopropylamino)indazole and 4.3 g of 95% by weight sulfuric acid was stirred for 3 hours at 80° C. To the mixture was added 13 ml of water, and the pH of the mixture was adjusted to 14 with potassium hydroxide. After the mixture was washed twice with 20 ml of chloroform, water was removed under reduced pressure. To the residue were added 12.5 g of potassium hydroxide and 0.6 ml of water, and the mixture was stirred for ... Starting materials: ClC1=CC=C(C=C1)[Mg]Br (4-chlorophenyl magnesiumbromide), CCOCC (ether), ClC1=CC=C(C=C1)[Mg]Br (4-chlorophenyl magnesiumbromide), CCOCC (ether), ClC1=CC=C(C=C1)[Mg]Br (4-chlorophenyl magnesiumbromide), CCOCC (ether), CC1(CCC2=C(C=C(S2)C2=CC=NC=C2)C1=O)C (5,5-dimethyl-2-pyridin-4-yl-6,7-dihydro-1-benzothiophen-4(5H)-one). The solvent is [NH4+].[Cl-] (NH4Cl), O1CCCC1 (tetrahydrofuran). Reaction conditions: time 3 hour. Product: ClC1=CC=C(C=C1)C1(C(CCC2=C1C=C(S2)C2=CC=NC=C2)(C)C)O (4-(4-chlorophenyl)-5,5-dimethyl-2-pyridin-4-yl-4,5,6,7-tetrahydro-1-benzothiophene-4-ol). Isolated yield 97.0%. RXN SMILES: [CH3:1][C:2]1([CH3:18])[C:16](=[O:17])[C:6]2[CH:7]=[C:8]([C:10]3[CH:15]=[CH:14][N:13]=[CH:12][CH:11]=3)[S:9][C:5]=2[CH2:4][CH2:3]1.[Cl:19][C:20]1[CH:25]=[CH:24][C:23]([Mg]Br)=[CH:22][CH:21]=1.CCOCC>O1CCCC1.[NH4+].[Cl-]>[Cl:19][C:20]1[CH:25]=[CH:24][C:23]([C:16]2([OH:17])[C:6]3[CH:7]=[C:8]([C:10]4[CH:15]=[CH:14][N:13]=[CH:12][CH:11]=4)[S:9][C:5]=3[CH2:4][CH2:3][C:2]2([CH3:18])[CH3:1])=[CH:22][CH:21]=1 |f:4.5|. Reported procedure: In a 100 mL round bottomed flask was placed 5,5-dimethyl-2-pyridin-4-yl-6,7-dihydro-1-benzothiophen-4(5H)-one (380 mg, 1.5 mmol) and then dissolved in tetrahydrofuran (30 mL). To the mixture was added 1 M of 4-chlorophenyl magnesiumbromide in ether (3.5 mL, 3.5 mmol) and then stirred for 3 h at rt. To the mixture was added 1 M of 4-chlorophenyl magnesiumbromide in ether (2.5 mL, 2.5 mmol) and then stirred for 16 h at rt. The mixture was stirred for 10 h at 70° C. The mixture was allowed to cool ... Starting materials: C(C1=CC=CC=C1)OC=1C=CC(=C(C1)C1=CC(=CC=C1)F)CCN (2-(5-(benzyloxy)-3′-fluoro-[1,1′-biphenyl]-2-yl)ethanamine), C(C)(=O)OC(C)=O (Acetic anhydride), resultant mixture. Run in C(C)N(CC)CC (triethyl amine). Product: C(C1=CC=CC=C1)OC=1C=CC(=C(C1)C1=CC(=CC=C1)F)CCNC(C)=O (N-(2-(5-(benzyloxy)-3′-fluoro-[1,1′-biphenyl]-2-yl)ethyl)acetamide). As a reaction SMILES: [CH2:1]([O:8][C:9]1[CH:10]=[CH:11][C:12]([CH2:22][CH2:23][NH2:24])=[C:13]([C:15]2[CH:20]=[CH:19][CH:18]=[C:17]([F:21])[CH:16]=2)[CH:14]=1)[C:2]1[CH:7]=[CH:6][CH:5]=[CH:4][CH:3]=1.[C:25](OC(=O)C)(=[O:27])[CH3:26]>C(N(CC)CC)C>[CH2:1]([O:8][C:9]1[CH:10]=[CH:11][C:12]([CH2:22][CH2:23][NH:24][C:25](=[O:27])[CH3:26])=[C:13]([C:15]2[CH:20]=[CH:19][CH:18]=[C:17]([F:21])[CH:16]=2)[CH:14]=1)[C:2]1[CH:3]=[CH:4][CH:5]=[CH:6][CH:7]=1. Procedure details: 80 mg, 0.25 mmol of 29 was added to a 25 mL oven-dried flask containing 5 mL freshly distilled DCM, under argon atmosphere. Acetic anhydride (21 μL, 0.22 mmol) and triethyl amine (35 μL) were then added to the solution and the resultant mixture stirred at room temperature for 3 h. The reaction mixture was then quenched by addition of saturated ammonium chloride, and extracted into DCM. The combined organic layers were dried (Na2SO4) and concentrated to a crude mixture, which was purified by colu... The reactants are [OH-].[Na+] (sodium hydroxide), Cl.Cl.CN(C)CC=1C=C(CSCCN)C=CC1 (2-[3-(Dimethylaminomethyl)benzylthio]ethylamine dihydrochloride), [N+](=O)([O-])NC1=NC=C(C(N1)=O)CC=1C=NC=CC1 (2-Nitroamino-5-(3-pyridylmethyl)-4-pyrimidone). The solvent is C(C)O (ethanol), O (water). Yields the product CN(C)CC=1C=C(CSCCNC2=NC=C(C(N2)=O)CC=2C=NC=CC2)C=CC1 (2-[2-(3-(dimethylaminomethyl)-benzylthio)ethylamino]-5-(3-pyridylmethyl)-4-pyrimidone). As a reaction SMILES: Cl.Cl.[CH3:3][N:4]([CH2:6][C:7]1[CH:8]=[C:9]([CH:15]=[CH:16][CH:17]=1)[CH2:10][S:11][CH2:12][CH2:13][NH2:14])[CH3:5].[OH-].[Na+].[N+](N[C:24]1[NH:29][C:28](=[O:30])[C:27]([CH2:31][C:32]2[CH:33]=[N:34][CH:35]=[CH:36][CH:37]=2)=[CH:26][N:25]=1)([O-])=O>O.C(O)C>[CH3:5][N:4]([CH2:6][C:7]1[CH:8]=[C:9]([CH:15]=[CH:16][CH:17]=1)[CH2:10][S:11][CH2:12][CH2:13][NH:14][C:24]1[NH:29][C:28](=[O:30])[C:27]([CH2:31][C:32]2[CH:33]=[N:34][CH:35]=[CH:36][CH:37]=2)=[CH:26][N:25]=1)[CH3:3] |f:0.1.2,3.4|. Procedure: 2-[3-(Dimethylaminomethyl)benzylthio]ethylamine dihydrochloride (4.2 g) was dissolved in water and the solution was made alkaline with aqueous sodium hydroxide and extracted with chloroform. The chloroform extract was evaporated to give the free base. 2-Nitroamino-5-(3-pyridylmethyl)-4-pyrimidone (3.16 g) was added to the residue and the mixture was heated under reflux in ethanol (20 ml) for 35 hours and evaporated to dryness. Water (30 ml) was added to the residue and the mixture was adjusted t...